This data is from the Open Reaction Database (ORD), a public repository of structured organic reaction records. The task is: describe an organic reaction: reactants, conditions, products, and yield Solvent: C1=CC=CC=C1 (benzene). Starting materials: CC1(OCCO1)C1=CC=C(C=C1)[N+](=O)[O-] (2-methyl-2-(4-nitro-phenyl)-[1,3]dioxolane). The reagents and catalysts are O (water), [Fe] (iron). The product is CC1(OCCO1)C1=CC=C(C=C1)N (4-(2-methyl-[1,3]-dioxolan-2-yl)-phenylamine). Procedure: To a solution of 2-methyl-2-(4-nitro-phenyl)-[1,3]dioxolane (100 mg, 0.48 mmol) in benzene (6 ml) was added iron powder (700 mg, 12.5 mmol) and 3 drops of water and then heated to reflux for 30 min. The reaction mixture was cooled, filtered and the filtrate was evaporated to give 4-(2-methyl-[1,3]-dioxolan-2-yl)-phenylamine (60 mg, 70%). Reaction SMILES: [CH3:1][C:2]1([C:7]2[CH:12]=[CH:11][C:10]([N+:13]([O-])=O)=[CH:9][CH:8]=2)[O:6][CH2:5][CH2:4][O:3]1>C1C=CC=CC=1.O.[Fe]>[CH3:1][C:2]1([C:7]2[CH:12]=[CH:11][C:10]([NH2:13])=[CH:9][CH:8]=2)[O:3][CH2:4][CH2:5][O:6]1. Isolated yield 69.7%. Reactants: COc1ccccc1CC#N, CS(C)=O, [K+], C1COCCOCCOCCOCCOCCO1, [OH-], O. Yields the product COc1ccccc1C1(C#N)CC1. RXN SMILES: [CH3:1][O:2][c:3]1[c:4]([CH2:9][C:10]#[N:11])[cH:5][cH:6][cH:7][cH:8]1.[CH3:33][S:34]([CH3:35])=[O:36].[K+:13].[O:14]1[CH2:15][CH2:16][O:31][CH2:30][CH2:29][O:28][CH2:27][CH2:26][O:25][CH2:24][CH2:23][O:22][CH2:21][CH2:20][O:19][CH2:18][CH2:17]1.[OH-:12].[OH2:32]>>[CH3:1][O:2][c:3]1[c:4]([C:9]2([C:10]#[N:11])[CH2:15][CH2:16]2)[cH:5][cH:6][cH:7][cH:8]1. The reactants are CC(C)(C)OC(=O)NCC(=O)O, CCCP(=O)(O)O, ClCCl, CCOC(C)=O, CCN(C(C)C)C(C)C, Cc1ccc(S(=O)(=O)Nc2cc(Cl)cnc2C(=O)c2ccnc(N)c2)cc1C(F)(F)F. Product: Cc1ccc(S(=O)(=O)Nc2cc(Cl)cnc2C(=O)c2ccnc(NC(=O)CNC(=O)OC(C)(C)C)c2)cc1C(F)(F)F. Reaction SMILES: [C:32](=[O:33])([O:34][C:35]([CH3:36])([CH3:37])[CH3:38])[NH:39][CH2:40][C:41](=[O:42])[OH:43].[CH2:53]([P:54]([OH:55])([OH:56])=[O:57])[CH2:58][CH3:59].[CH2:60]([Cl:61])[Cl:62].[CH3:63][CH2:64][O:65][C:66]([CH3:67])=[O:68].[CH:44]([N:45]([CH:46]([CH3:47])[CH3:48])[CH2:49][CH3:50])([CH3:51])[CH3:52].[NH2:1][c:2]1[n:3][cH:4][cH:5][c:6]([C:8](=[O:9])[c:10]2[n:11][cH:12][c:13]([Cl:31])[cH:14][c:15]2[NH:16][S:17](=[O:18])(=[O:19])[c:20]2[cH:21][c:22]([C:27]([F:28])([F:29])[F:30])[c:23]([CH3:26])[cH:24][cH:25]2)[cH:7]1>>[NH:1]([c:2]1[n:3][cH:4][cH:5][c:6]([C:8](=[O:9])[c:10]2[n:11][cH:12][c:13]([Cl:31])[cH:14][c:15]2[NH:16][S:17](=[O:18])(=[O:19])[c:20]2[cH:21][c:22]([C:27]([F:28])([F:29])[F:30])[c:23]([CH3:26])[cH:24][cH:25]2)[cH:7]1)[C:41]([CH2:40][NH:39][C:32](=[O:33])[O:34][C:35]([CH3:36])([CH3:37])[CH3:38])=[O:42]. RXN SMILES: [C:1]([C:4]1[NH:8][N:7]=[C:6]([C:9]([NH:11][C@@H:12]([CH3:30])[CH2:13][N:14]2[CH:18]=[CH:17][C:16]([C:19]3[CH:24]=[CH:23][C:22]([C:25]#[N:26])=[C:21]([N+]([O-])=O)[CH:20]=3)=[N:15]2)=[O:10])[CH:5]=1)(=[O:3])[CH3:2].[CH3:31][O-:32].C([N+](CCCC)(CCCC)CCCC)CCC>CO>[C:1]([C:4]1[NH:8][N:7]=[C:6]([C:9]([NH:11][C@@H:12]([CH3:30])[CH2:13][N:14]2[CH:18]=[CH:17][C:16]([C:19]3[CH:24]=[CH:23][C:22]([C:25]#[N:26])=[C:21]([O:32][CH3:31])[CH:20]=3)=[N:15]2)=[O:10])[CH:5]=1)(=[O:3])[CH3:2] |f:1.2|. Run at time 6 day. Starting materials: C(C)(=O)C1=CC(=NN1)C(=O)N[C@H](CN1N=C(C=C1)C1=CC(=C(C=C1)C#N)[N+](=O)[O-])C ((S)-5-acetyl-N-(1-(3-(4-cyano-3-nitrophenyl)-1H-pyrazol-1-yl)propan-2-yl)-1H-pyrazole-3-carboxamide), C[O-].C(CCC)[N+](CCCC)(CCCC)CCCC (tetrabutylammonium methoxide), C[O-].C(CCC)[N+](CCCC)(CCCC)CCCC (tetrabutylammonium methoxide). Isolated yield 5.0%. Yields the product C(C)(=O)C1=CC(=NN1)C(=O)N[C@H](CN1N=C(C=C1)C1=CC(=C(C=C1)C#N)OC)C ((S)-5-acetyl-N-(1-(3-(4-cyano-3-methoxyphenyl)-1H-pyrazol-1-yl)propan-2-yl)-1H-pyrazole-3-carboxamide). Run in CO (methanol), CO (methanol). Reported procedure: (S)-5-acetyl-N-(1-(3-(4-cyano-3-nitrophenyl)-1H-pyrazol-1-yl)propan-2-yl)-1H-pyrazole-3-carboxamide (0.27 g, 0.663 mmol) was added to a flask and flushed with nitrogen. Dry THF was added and tetrabutylammonium methoxide solution in methanol (1.219 ml, 0.729 mmol) was added dropwise through a septum. During the reaction 1.754 ml of tetrabutylammonium methoxide solution in methanol was added and after reacting for 6 days the reaction was stopped. The crude product was evaporated and dissolved in D... Starting materials: FC1=CC=C2C(=N1)NN=C2C(=O)OC(C)(C)C (t-Butyl 6-fluoro-1H-pyrazolo[3,4-b]pyridine-3-carboxylate), N1CCNCC1 (piperazine). The solvent is C1(=CC=CC=C1)C (toluene). Product: N1(CCNCC1)C1=CC=C2C(=N1)NN=C2C(=O)OC(C)(C)C (t-Butyl 6-(1-piperazinyl)-1H-pyrazolo[3,4-b]pyridine-3-carboxylate). The yield is 36.1%. Reaction SMILES: F[C:2]1[N:7]=[C:6]2[NH:8][N:9]=[C:10]([C:11]([O:13][C:14]([CH3:17])([CH3:16])[CH3:15])=[O:12])[C:5]2=[CH:4][CH:3]=1.[NH:18]1[CH2:23][CH2:22][NH:21][CH2:20][CH2:19]1>C1(C)C=CC=CC=1>[N:18]1([C:2]2[N:7]=[C:6]3[NH:8][N:9]=[C:10]([C:11]([O:13][C:14]([CH3:17])([CH3:16])[CH3:15])=[O:12])[C:5]3=[CH:4][CH:3]=2)[CH2:23][CH2:22][NH:21][CH2:20][CH2:19]1. Procedure: t-Butyl 6-fluoro-1H-pyrazolo[3,4-b]pyridine-3-carboxylate (3.00 g, 0.0126 mole) was dissolved in 100 mL of toluene containing 10.85 g of piperazine (0.126 mole) and refluxed overnight. The resultant precipitate was filtered off and distributed between an aqueous NaHCO3 solution and EtOAc and then the organic phase was dried and concentrated to give a product which was recrystallized from CH3CN to give 1.57 g, mp 190°-191° C. The toluene filtrate was washed with NaHCO3 solution and then concentra... Starting materials: COC(=O)c1scc(Br)c1OCC(=O)OC(C)(C)C, OB(O)c1ccsc1. Product: COC(=O)c1scc(-c2ccsc2)c1OCC(=O)OC(C)(C)C. Reaction SMILES: [CH3:1][O:2][C:3](=[O:4])[c:5]1[s:6][cH:7][c:8]([Br:19])[c:9]1[O:10][CH2:11][C:12](=[O:13])[O:14][C:15]([CH3:16])([CH3:17])[CH3:18].[s:20]1[cH:21][c:22]([B:25]([OH:26])[OH:27])[cH:23][cH:24]1>>[CH3:1][O:2][C:3](=[O:4])[c:5]1[s:6][cH:7][c:8](-[c:22]2[cH:21][s:20][cH:24][cH:23]2)[c:9]1[O:10][CH2:11][C:12](=[O:13])[O:14][C:15]([CH3:16])([CH3:17])[CH3:18].